This data is from the Open Reaction Database (ORD), a public repository of structured organic reaction records. The task is: describe an organic reaction: reactants, conditions, products, and yield The reactants are C1CCNCC1, ClCCCOc1ccc(-c2cn3ccccc3n2)cc1. Product: c1ccn2cc(-c3ccc(OCCCN4CCCCC4)cc3)nc2c1. As a reaction SMILES: [CH2:21]1[CH2:22][CH2:23][NH:24][CH2:25][CH2:26]1.[Cl:1][CH2:2][CH2:3][CH2:4][O:5][c:6]1[cH:7][cH:8][c:9](-[c:12]2[n:13][c:14]3[n:15]([cH:16][cH:17][cH:18][cH:19]3)[cH:20]2)[cH:10][cH:11]1>>[CH2:2]([CH2:3][CH2:4][O:5][c:6]1[cH:7][cH:8][c:9](-[c:12]2[n:13][c:14]3[n:15]([cH:16][cH:17][cH:18][cH:19]3)[cH:20]2)[cH:10][cH:11]1)[N:24]1[CH2:23][CH2:22][CH2:21][CH2:26][CH2:25]1. Starting materials: SC=1SC(=NN1)S (2,5-dimercapto-1,3,4-thiadiazole), [OH-].[K+] (potassium hydroxide), resultant mixture, [OH-].[Na+] (sodium hydroxide), BrCC(=O)OCC (ethyl α-bromoacetate), Cl (hydrochloric acid). Run in C(C)O (ethanol). The product is SC1=NN=C(S1)SCC(=O)O ([(5-mercapto-1,3,4-thiadiazol-2-yl)thio]acetic acid). The yield is 72.1%. Reaction SMILES: [SH:1][C:2]1[S:3][C:4]([SH:7])=[N:5][N:6]=1.[OH-].[K+].Br[CH2:11][C:12]([O:14]CC)=[O:13].[OH-].[Na+].Cl>C(O)C>[SH:7][C:4]1[S:3][C:2]([S:1][CH2:11][C:12]([OH:14])=[O:13])=[N:6][N:5]=1 |f:1.2,4.5|. Procedure: After stirring a mixture of 60 g of 2,5-dimercapto-1,3,4-thiadiazole, 25 g of potassium hydroxide, and 750 ml of ethanol for one hour at 70° C., 68 g of ethyl α-bromoacetate was added to the mixture and then the resultant mixture was refluxed for 2 hours. After cooling the reaction mixture, insoluble matters were filtered off and the filtrate thus formed was concentrated under reduced pressure. To the residue thus formed was added 600 ml of 10% sodium hydroxide. The mixture was stirred for one h... The reactants are CC(C)(C)OC(=O)NCC(=O)O, C(=NC1CCCCC1)=NC1CCCCC1, ClCCl, Nn1cccc1C(=O)c1ccccc1F. Yields the product CC(C)(C)OC(=O)NCC(=O)Nn1cccc1C(=O)c1ccccc1F. Reaction SMILES: [C:16]([CH3:17])([CH3:18])([CH3:19])[O:20][C:21](=[O:22])[NH:23][CH2:24][C:25](=[O:26])[OH:27].[CH:28]1([N:29]=[C:30]=[N:31][CH:32]2[CH2:33][CH2:34][CH2:35][CH2:36][CH2:37]2)[CH2:38][CH2:39][CH2:40][CH2:41][CH2:42]1.[Cl:43][CH2:44][Cl:45].[NH2:1][n:2]1[c:3]([C:7]([c:8]2[c:9]([F:14])[cH:10][cH:11][cH:12][cH:13]2)=[O:15])[cH:4][cH:5][cH:6]1>>[NH:1]([n:2]1[c:3]([C:7]([c:8]2[c:9]([F:14])[cH:10][cH:11][cH:12][cH:13]2)=[O:15])[cH:4][cH:5][cH:6]1)[C:25]([CH2:24][NH:23][C:21]([O:20][C:16]([CH3:17])([CH3:18])[CH3:19])=[O:22])=[O:26]. Reactants: O=[N+]([O-])c1cc(Cc2ccccc2)ccc1O, CN(C)C(=S)Cl, [H-], [Na+], CN(C)C=O, O. The product is CN(C)C(=O)Sc1ccc(Cc2ccccc2)cc1[N+](=O)[O-]. Reaction SMILES: [CH2:1]([c:2]1[cH:3][cH:4][cH:5][cH:6][cH:7]1)[c:8]1[cH:9][c:10]([N+:15](=[O:16])[O-:17])[c:11]([OH:14])[cH:12][cH:13]1.[CH3:20][N:21]([C:22](=[S:23])[Cl:24])[CH3:25].[H-:18].[Na+:19].[O:27]=[CH:28][N:29]([CH3:30])[CH3:31].[OH2:26]>>[CH2:1]([c:2]1[cH:3][cH:4][cH:5][cH:6][cH:7]1)[c:8]1[cH:9][c:10]([N+:15](=[O:16])[O-:17])[c:11]([S:23][C:22]([N:21]([CH3:20])[CH3:25])=[O:26])[cH:12][cH:13]1. Reactants: Cc1cc(O)nc(C=Cc2cccc([N+](=O)[O-])c2)n1, O=P(Cl)(Cl)Cl. Product: Cc1cc(Cl)nc(C=Cc2cccc([N+](=O)[O-])c2)n1. As a reaction SMILES: [N+:1](=[O:2])([O-:3])[c:4]1[cH:5][c:6]([CH:10]=[CH:11][c:12]2[n:13][c:14]([CH3:19])[cH:15][c:16]([OH:18])[n:17]2)[cH:7][cH:8][cH:9]1.[P:20]([Cl:21])([Cl:22])([Cl:23])=[O:24]>>[N+:1](=[O:2])([O-:3])[c:4]1[cH:5][c:6]([CH:10]=[CH:11][c:12]2[n:13][c:14]([CH3:19])[cH:15][c:16]([Cl:22])[n:17]2)[cH:7][cH:8][cH:9]1.